From a dataset of the Open Reaction Database (ORD), a public repository of structured organic reaction records. describe an organic reaction: reactants, conditions, products, and yield Reactants: COC(C1=CC=C(C=C1)OC1=CC=C(C=C1)N(CC1=C(C=CC(=C1)C#N)F)C1CCN(CC1)C(CCN)C)=O (4-{4-[[1-(3-amino-1-methyl-propyl)-piperidin-4-yl]-(5-cyano-2-fluoro-benzyl)-amino]-phenoxy}-benzoic acid methyl ester), 228, CC1=NC=NC(=C1C(=O)O)C (4,6-dimethyl-pyrimidine-5-carboxylic acid), ester. Yields the product C(#N)C=1C=CC(=C(CN(C2=CC=C(OC3=CC=C(C(=O)O)C=C3)C=C2)C2CCN(CC2)C(CCNC(=O)C=2C(=NC=NC2C)C)C)C1)F (4-{4-[(5-Cyano-2-fluoro-benzyl)-(1-{3-[(4,6-dimethyl-pyrimidine-5-carbonyl)-amino]-1-methyl-propyl}-piperidin-4-yl)-amino]-phenoxy}-benzoic acid). RXN SMILES: C[O:2][C:3](=[O:39])[C:4]1[CH:9]=[CH:8][C:7]([O:10][C:11]2[CH:16]=[CH:15][C:14]([N:17]([CH:28]3[CH2:33][CH2:32][N:31]([CH:34]([CH3:38])[CH2:35][CH2:36][NH2:37])[CH2:30][CH2:29]3)[CH2:18][C:19]3[CH:24]=[C:23]([C:25]#[N:26])[CH:22]=[CH:21][C:20]=3[F:27])=[CH:13][CH:12]=2)=[CH:6][CH:5]=1.[CH3:40][C:41]1[C:46]([C:47]([OH:49])=O)=[C:45]([CH3:50])[N:44]=[CH:43][N:42]=1>>[C:25]([C:23]1[CH:22]=[CH:21][C:20]([F:27])=[C:19]([CH:24]=1)[CH2:18][N:17]([CH:28]1[CH2:29][CH2:30][N:31]([CH:34]([CH3:38])[CH2:35][CH2:36][NH:37][C:47]([C:46]2[C:41]([CH3:40])=[N:42][CH:43]=[N:44][C:45]=2[CH3:50])=[O:49])[CH2:32][CH2:33]1)[C:14]1[CH:13]=[CH:12][C:11]([O:10][C:7]2[CH:6]=[CH:5][C:4]([C:3]([OH:39])=[O:2])=[CH:9][CH:8]=2)=[CH:16][CH:15]=1)#[N:26]. Reported procedure: Using general procedure E with the above amine (90 mg, 0.17 mmol) and 4,6-dimethyl-pyrimidine-5-carboxylic acid (29 mg, 0.19 mmol) and then using general procedure K with the resulting ester afforded COMPOUND 228 as a white solid (40 mg, 36% over 2 steps). 1H NMR (CDCl3) δ 1.14-1.26 (m, 3H), 1.67-2.19 (m, 4H), 2.40-2.59 (m, 1H), 2.48 (s, 6H), 2.73-2.85 (m, 1H), 3.01-3.17 (m, 3H), 3.32-3.36 (m, 2H), 3.38-3.51 (m, 1H), 3.58-3.75 (m, 2H), 4.20-4.35 (m, 2H), 6.69 (d, 2H, J=8.4 Hz), 6.82-6.92 (m, 4H)... Reactants: CC(=O)OI1(C=2C=CC=CC2C(=O)O1)(OC(=O)C)OC(=O)C (Dess-Martin reagent). Run in O (water). Conditions: temperature 0 celsius, time 2 hour. Yields the product CC=1OC(=CC1C=O)C1=CC=CC=C1 (2-methyl-5-phenylfuran-3-carbaldehyde). Isolated yield 129.1%. As a reaction SMILES: CC(OI1(OC(C)=O)(OC(C)=O)[O:14][C:12](=O)[C:11]2[CH:10]=[CH:9][CH:8]=[CH:7][C:6]1=2)=O>O>[CH3:7][C:6]1[O:14][C:12]([C:11]2[CH:6]=[CH:7][CH:8]=[CH:9][CH:10]=2)=[CH:10][C:11]=1[CH:12]=[O:14]. Procedure details: To a solution of (2-methyl-5-phenylfuran-3-yl)methanol (4.7 g) obtained by the above-mentioned reaction in methylene chloride (30 mL) was added a Dess-Martin reagent (12.7 g) at 0° C., and the mixture was stirred at 0° C. for 2 hr. The reaction mixture was poured into water, and the mixture was extracted with ethyl acetate. The organic layer was washed with saturated aqueous sodium hydrogen carbonate, and dried over magnesium sulfate. The solvent was evaporated under reduced pressure, and the re... Reactants: COc1ccccc1, CCn1c(=O)c(-c2cc(NC(=O)Nc3cc(F)cc(Cl)c3)c(F)cc2Cl)cc2cnc(N(C)Cc3ccc(OC)cc3)cc21, O=C(O)C(F)(F)F. Product: CCn1c(=O)c(-c2cc(NC(=O)Nc3cc(F)cc(Cl)c3)c(F)cc2Cl)cc2cnc(NC)cc21. Reaction SMILES: [CH3:45][O:46][c:47]1[cH:48][cH:49][cH:50][cH:51][cH:52]1.[Cl:1][c:2]1[cH:3][c:4]([F:44])[c:5]([NH:32][C:33](=[O:34])[NH:35][c:36]2[cH:37][c:38]([Cl:43])[cH:39][c:40]([F:42])[cH:41]2)[cH:6][c:7]1-[c:8]1[c:9](=[O:31])[n:10]([CH2:29][CH3:30])[c:11]2[cH:12][c:13]([N:18]([CH3:19])[CH2:20][c:21]3[cH:22][cH:23][c:24]([O:25][CH3:26])[cH:27][cH:28]3)[n:14][cH:15][c:16]2[cH:17]1.[F:53][C:54]([F:55])([F:56])[C:57]([OH:58])=[O:59]>>[Cl:1][c:2]1[cH:3][c:4]([F:44])[c:5]([NH:32][C:33](=[O:34])[NH:35][c:36]2[cH:37][c:38]([Cl:43])[cH:39][c:40]([F:42])[cH:41]2)[cH:6][c:7]1-[c:8]1[c:9](=[O:31])[n:10]([CH2:29][CH3:30])[c:11]2[cH:12][c:13]([NH:18][CH3:19])[n:14][cH:15][c:16]2[cH:17]1. Reactants: COC1=CC=C(C(=O)C2C(CCCC2)=O)C=C1 (2-(4-methoxybenzoyl)-cyclohexanone), Cl.COC([C@@H](N)CC1=CC=C(C=C1)OCC1=CC=CC=C1)=O (O-benzyl-L-tyrosine methyl ester hydrochloride), Intermediate 161. Procedure details: The title compound (2.31 g) was prepared from 4.64 g (20 mmol) of 2-(4-methoxybenzoyl)-cyclohexanone (Howard, A. S. et. al. Tetrahedron Lett. 1979, (15), 1339-40) and 6.43 g (20 mmol) of O-benzyl-L-tyrosine methyl ester hydrochloride as a yellow solid as described for Intermediate 161: low resolution MS (Cl) m/e 406 (MH+). RXN SMILES: [CH3:1][O:2][C:3]1[CH:17]=[CH:16][C:6]([C:7]([CH:9]2[CH2:14][CH2:13][CH2:12][CH2:11][C:10]2=O)=[O:8])=[CH:5][CH:4]=1.Cl.[CH3:19][O:20][C:21](=[O:39])[C@H:22]([CH2:24][C:25]1[CH:30]=[CH:29][C:28]([O:31]CC2C=CC=CC=2)=[CH:27][CH:26]=1)[NH2:23]>>[CH3:19][O:20][C:21](=[O:39])[CH:22]([NH:23][C:10]1[CH:11]=[CH:12][CH:13]=[CH:14][C:9]=1[C:7](=[O:8])[C:6]1[CH:16]=[CH:17][C:3]([O:2][CH3:1])=[CH:4][CH:5]=1)[CH2:24][C:25]1[CH:30]=[CH:29][C:28]([OH:31])=[CH:27][CH:26]=1 |f:1.2|. Yields the product COC(C(CC1=CC=C(C=C1)O)NC1=C(C=CC=C1)C(C1=CC=C(C=C1)OC)=O)=O (3-(4-Hydroxyphenyl)-2-(2-(4-methoxybenzoyl)-phenylamino)-propionic acid methyl ester). Isolated yield 28.5%.